Dataset: the Open Reaction Database (ORD), a public repository of structured organic reaction records. Task: describe an organic reaction: reactants, conditions, products, and yield Reactants: [Br-], C=C(C)[Mg+], C1CCOC1, O=Cc1cc(OCc2ccccc2)ccc1[N+](=O)[O-], Cl, O. Product: C=C(C)C(O)c1cc(OCc2ccccc2)ccc1[N+](=O)[O-]. As a reaction SMILES: [Br-:1].[C:2](=[CH2:3])([CH3:4])[Mg+:5].[CH2:27]1[O:28][CH2:29][CH2:30][CH2:31]1.[CH2:6]([c:7]1[cH:8][cH:9][cH:10][cH:11][cH:12]1)[O:13][c:14]1[cH:15][cH:16][c:17]([N+:22](=[O:23])[O-:24])[c:18]([CH:19]=[O:20])[cH:21]1.[ClH:26].[OH2:25]>>[C:2](=[CH2:3])([CH3:4])[CH:19]([c:18]1[c:17]([N+:22](=[O:23])[O-:24])[cH:16][cH:15][c:14]([O:13][CH2:6][c:7]2[cH:8][cH:9][cH:10][cH:11][cH:12]2)[cH:21]1)[OH:20].